Dataset: the Open Reaction Database (ORD), a public repository of structured organic reaction records. Task: describe an organic reaction: reactants, conditions, products, and yield RXN SMILES: [CH2:27]1[O:28][CH2:29][CH2:30][CH2:31]1.[CH3:23][N:24]=[C:25]=[O:26].[NH2:1][c:2]1[c:3]([C:13](=[O:14])[O:15][CH3:16])[nH:4][c:5]2[c:6]([CH3:12])[cH:7][cH:8][c:9]([CH3:11])[c:10]12.[cH:17]1[cH:18][cH:19][n:20][cH:21][cH:22]1>>[NH:1]([c:2]1[c:3]([C:13](=[O:14])[O:15][CH3:16])[nH:4][c:5]2[c:6]([CH3:12])[cH:7][cH:8][c:9]([CH3:11])[c:10]12)[C:25]([NH:24][CH3:23])=[O:26]. The reactants are C1CCOC1, CN=C=O, COC(=O)c1[nH]c2c(C)ccc(C)c2c1N, c1ccncc1. Yields the product CNC(=O)Nc1c(C(=O)OC)[nH]c2c(C)ccc(C)c12. Starting materials: CCNCC, [Cl-], CS(=O)(=O)Nc1ccc(S(=O)(=O)O)cc1Oc1ccc(Cl)cc1Cl, ClCCl, Cl, c1ccncc1. Yields the product CCN(CC)S(=O)(=O)c1ccc(NS(C)(=O)=O)c(Oc2ccc(Cl)cc2Cl)c1. Reaction SMILES: [CH2:26]([CH3:27])[NH:28][CH2:29][CH3:30].[Cl-:1].[Cl:2][c:3]1[c:4]([O:5][c:6]2[cH:7][c:8]([S:17](=[O:18])(=[O:19])[OH:20])[cH:9][cH:10][c:11]2[NH:12][S:13](=[O:14])(=[O:15])[CH3:16])[cH:21][cH:22][c:23]([Cl:25])[cH:24]1.[Cl:32][CH2:33][Cl:34].[ClH:31].[cH:35]1[cH:36][cH:37][n:38][cH:39][cH:40]1>>[Cl:2][c:3]1[c:4]([O:5][c:6]2[cH:7][c:8]([S:17](=[O:18])(=[O:19])[N:28]([CH2:26][CH3:27])[CH2:29][CH3:30])[cH:9][cH:10][c:11]2[NH:12][S:13](=[O:14])(=[O:15])[CH3:16])[cH:21][cH:22][c:23]([Cl:25])[cH:24]1. Reactants: COC1=CC=C(C=C1)CCC(CCC1=CC=C(C=C1)OC)=O (1,5-bis(4-methoxyphenyl)-3-pentanone), [Br-].[Br-].[Br-].[Al+3] (aluminum tribromide), Cl (HCl), C(C)OCC (ethyl ether). The solvent is C1(=CC=CC=C1)C (toluene). Conditions: temperature 80 celsius. The product is OC1=CC=C(C=C1)CCC(CCC1=CC=C(C=C1)O)=O (1,5-bis-(4-hydroxyphenyl)-3-pentanone). Yield: 105.7%. As a reaction SMILES: C[O:2][C:3]1[CH:8]=[CH:7][C:6]([CH2:9][CH2:10][C:11](=[O:22])[CH2:12][CH2:13][C:14]2[CH:19]=[CH:18][C:17]([O:20]C)=[CH:16][CH:15]=2)=[CH:5][CH:4]=1.[Br-].[Br-].[Br-].[Al+3].Cl.C(OCC)C>C1(C)C=CC=CC=1>[OH:2][C:3]1[CH:8]=[CH:7][C:6]([CH2:9][CH2:10][C:11](=[O:22])[CH2:12][CH2:13][C:14]2[CH:15]=[CH:16][C:17]([OH:20])=[CH:18][CH:19]=2)=[CH:5][CH:4]=1 |f:1.2.3.4|. Procedure: A mixture of 1,5-bis(4-methoxyphenyl)-3-pentanone (2.1 g, 7 mmol), prepared as in step 1, and aluminum tribromide (10.64 g, 40 mmol) in toluene (60 mL) was refluxed at 80° C. for 30 minutes and then cooled to room temperature. The reaction mixture was slowly added to a mixture of aqueous 1N HCl (150 mL) and ethyl ether (150 mL). The ether layer was separated, washed with aqueous 1N HCl, water, and brine, dried over MgSO4, filtered, and concentrated in vacuo to provide 1,5-bis-(4-hydroxyphenyl)-3... Starting materials: O=C([O-])[O-], CC#N, BrC1CCCC1, [Cl-], O=C1C2=CCCCN2C(=O)N1c1cc(O)c(Cl)cc1Cl, [K+], [K+], [NH4+]. Product: O=C1C2=CCCCN2C(=O)N1c1cc(OC2CCCC2)c(Cl)cc1Cl. Reaction SMILES: [C:27](=[O:28])([O-:29])[O-:30].[CH3:35][C:36]#[N:37].[CH:21]1([Br:26])[CH2:22][CH2:23][CH2:24][CH2:25]1.[Cl-:33].[Cl:1][c:2]1[c:3]([N:10]2[C:11](=[O:20])[N:12]3[C:13](=[CH:14][CH2:15][CH2:16][CH2:17]3)[C:18]2=[O:19])[cH:4][c:5]([OH:9])[c:6]([Cl:8])[cH:7]1.[K+:31].[K+:32].[NH4+:34]>>[Cl:1][c:2]1[c:3]([N:10]2[C:11](=[O:20])[N:12]3[C:13](=[CH:14][CH2:15][CH2:16][CH2:17]3)[C:18]2=[O:19])[cH:4][c:5]([O:9][CH:21]2[CH2:22][CH2:23][CH2:24][CH2:25]2)[c:6]([Cl:8])[cH:7]1. The reactants are CO (MeOH), O (H2O), N([C@@H](COCC1=CC=CC=C1)C(=O)N[C@@H](CC(OCC1=CC=CC=C1)=O)C(=O)N[C@@H](C)C(=O)N[C@@H](C)C(=O)OCC1=CC=CC=C1)C(=O)C (Ac-Ser(Bzl)-Asp(OBzl)-Ala-Ala-OBzl), ClCl.CC1=C(C=CC(=C1)C2=CC(=C(C=C2)N)C)N (chlorine tolidine). The reagents and catalysts are catalyst. Run in CC(=O)O (HOAc), CCCCO.CC(=O)O.CCOC(=O)C.O (n-BuOH HOAc EtOAc H2O). The product is N([C@@H](CO)C(=O)N[C@@H](CC(O)=O)C(=O)N[C@@H](C)C(=O)N[C@@H](C)C(=O)O)C(=O)C (Ac-Ser-Asp-Ala-Ala-OH). Isolated yield 86.3%. RXN SMILES: [NH:1]([C:47]([CH3:49])=[O:48])[C@H:2]([C:12]([NH:14][C@H:15]([C:27]([NH:29][C@H:30]([C:32]([NH:34][C@H:35]([C:37]([O:39]CC1C=CC=CC=1)=[O:38])[CH3:36])=[O:33])[CH3:31])=[O:28])[CH2:16][C:17](=[O:26])[O:18]CC1C=CC=CC=1)=[O:13])[CH2:3][O:4]CC1C=CC=CC=1.CO.O.ClCl.CC1C=C(C2C=CC(N)=C(C)C=2)C=CC=1N>CCCCO.CC(O)=O.CCOC(C)=O.O.CC(O)=O>[NH:1]([C:47]([CH3:49])=[O:48])[C@H:2]([C:12]([NH:14][C@H:15]([C:27]([NH:29][C@H:30]([C:32]([NH:34][C@H:35]([C:37]([OH:39])=[O:38])[CH3:36])=[O:33])[CH3:31])=[O:28])[CH2:16][C:17](=[O:18])[OH:26])=[O:13])[CH2:3][OH:4] |f:3.4,5.6.7.8|. Reported procedure: Ac-Ser(Bzl)-Asp(OBzl)-Ala-Ala-OBzl (0.6 g, 0.888 mmol) was hydrogenated in a Parr apparatus at 50 psi in the presence of 0.62 g catalyst (5% Pd on BaSO4) in a solvent mixture consisting of 35 ml MeOH, 15 ml H2O, and 1 ml HOAc for 4 hours. The catalyst was filtered off and the filtrate concentrated to a smaller volume and lyophilized to give 0.38 g crude material. Tlc showed two minor contaminants in addition to the major component. The compound was then purified on a Bio-Rad AGl×2 column (3×24 c... Reactants: FC=1C=C(C(=O)NC2=CC=C(C3=CC=CC=C23)OC2=NC(=NC=C2)S(=O)(=O)C)C=C(C1)N1CCCCC1 (3-fluoro-N-[4-(2-methanesulfonyl-pyrimidin-4-yloxy)-naphthalen-1-yl]-5-piperidin-1-yl-benzamide), CN([C@H]1CNCC1)C ((R)—N,N-dimethylpyrrolidin-3-amine). The product is CN([C@H]1CN(CC1)C1=NC=CC(=N1)OC1=CC=C(C2=CC=CC=C12)NC(C1=CC(=CC(=C1)N1CCCCC1)F)=O)C (N-[4-({2-[(3R)-3-(Dimethylamino)pyrrolidin-1-yl]pyrimidin-4-yl}oxy)-1-naphthyl]-3-fluoro-5-piperidin-1-ylbenzamide). As a reaction SMILES: [F:1][C:2]1[CH:3]=[C:4]([CH:29]=[C:30]([N:32]2[CH2:37][CH2:36][CH2:35][CH2:34][CH2:33]2)[CH:31]=1)[C:5]([NH:7][C:8]1[C:17]2[C:12](=[CH:13][CH:14]=[CH:15][CH:16]=2)[C:11]([O:18][C:19]2[CH:24]=[CH:23][N:22]=[C:21](S(C)(=O)=O)[N:20]=2)=[CH:10][CH:9]=1)=[O:6].[CH3:38][N:39]([CH3:45])[C@@H:40]1[CH2:44][CH2:43][NH:42][CH2:41]1>>[CH3:38][N:39]([CH3:45])[C@@H:40]1[CH2:44][CH2:43][N:42]([C:21]2[N:20]=[C:19]([O:18][C:11]3[C:12]4[C:17](=[CH:16][CH:15]=[CH:14][CH:13]=4)[C:8]([NH:7][C:5](=[O:6])[C:4]4[CH:29]=[C:30]([N:32]5[CH2:37][CH2:36][CH2:35][CH2:34][CH2:33]5)[CH:31]=[C:2]([F:1])[CH:3]=4)=[CH:9][CH:10]=3)[CH:24]=[CH:23][N:22]=2)[CH2:41]1. Reported procedure: Compound is prepared from 3-fluoro-N-[4-(2-methanesulfonyl-pyrimidin-4-yloxy)-naphthalen-1-yl]-5-piperidin-1-yl-benzamide and (R)—N,N-dimethylpyrrolidin-3-amine according to conditions described in general procedure C. Starting materials: C(C)(C)(C)OC(=O)NCC1CN(CC1)CCNC(=O)C1=CN(C2=CC=CC=C12)C (N-(2-(3-tert-Butoxycarbonylaminomethylpyrrolidin-1-yl)ethyl)-1-methyl-1 H-indole-3-carboxamide), NC1=CC(=C(C(=O)O)C=C1Cl)OC (4-amino-5-chloro-2-methoxybenzoic acid). The product is NC1=CC(=C(C(=O)NCC2CN(CC2)CCNC(=O)C2=CN(C3=CC=CC=C23)C)C=C1Cl)OC (N-(2-(3-(4-amino-5-chloro-2-methoxybenzoylaminomethyl)pyrrolidin-1-yl)ethyl)-1-methyl-1 H-indole-3-carboxamide). RXN SMILES: C(O[C:6]([NH:8][CH2:9][CH:10]1[CH2:14][CH2:13][N:12]([CH2:15][CH2:16][NH:17][C:18]([C:20]2[C:28]3[C:23](=[CH:24][CH:25]=[CH:26][CH:27]=3)[N:22]([CH3:29])[CH:21]=2)=[O:19])[CH2:11]1)=[O:7])(C)(C)C.[NH2:30][C:31]1[C:39]([Cl:40])=[CH:38][C:34](C(O)=O)=[C:33]([O:41][CH3:42])[CH:32]=1>>[NH2:30][C:31]1[C:39]([Cl:40])=[CH:38][C:34]([C:6]([NH:8][CH2:9][CH:10]2[CH2:14][CH2:13][N:12]([CH2:15][CH2:16][NH:17][C:18]([C:20]3[C:28]4[C:23](=[CH:24][CH:25]=[CH:26][CH:27]=4)[N:22]([CH3:29])[CH:21]=3)=[O:19])[CH2:11]2)=[O:7])=[C:33]([O:41][CH3:42])[CH:32]=1. Reported procedure: N-(2-(3-tert-Butoxycarbonylaminomethylpyrrolidin-1-yl)ethyl)-1-methyl-1 H-indole-3-carboxamide (2.16 g) as starting compound was reacted and treated in the same manner as in Example 67 using 4-amino-5-chloro-2-methoxybenzoic acid (1.1 g) to give N-(2-(3-(4-amino-5-chloro-2-methoxybenzoylaminomethyl)pyrrolidin-1-yl)ethyl)-1-methyl-1 H-indole-3-carboxamide.